This data is from the Open Reaction Database (ORD), a public repository of structured organic reaction records. The task is: describe an organic reaction: reactants, conditions, products, and yield Run in O (Water). The product is [N+](=O)([O-])C1=C(C=CC(=C1)C(F)(F)F)N1CCCCC1 (1-[2-nitro-4-(trifluoromethyl)phenyl]piperidine). As a reaction SMILES: [NH:1]1[CH2:6][CH2:5][CH2:4][CH2:3][CH2:2]1.CN(C)C=O.Cl[C:13]1[CH:18]=[CH:17][C:16]([C:19]([F:22])([F:21])[F:20])=[CH:15][C:14]=1[N+:23]([O-:25])=[O:24]>O>[N+:23]([C:14]1[CH:15]=[C:16]([C:19]([F:20])([F:21])[F:22])[CH:17]=[CH:18][C:13]=1[N:1]1[CH2:6][CH2:5][CH2:4][CH2:3][CH2:2]1)([O-:25])=[O:24]. Run at time 40 minute. Reactants: N1CCCCC1 (Piperidine), CN(C=O)C (N,N-dimethylformamide), ClC1=C(C=C(C=C1)C(F)(F)F)[N+](=O)[O-] (1-chloro-2-nitro-4-(trifluoromethyl)benzene). Reported procedure: Piperidine (5.50 ml, 55.5 mmol, commercially available product) was added at 0° C. to an N,N-dimethylformamide (DMF; 7 ml) solution of 1-chloro-2-nitro-4-(trifluoromethyl)benzene (5.00 g, 22.4 mmol, commercially available product). The resulting mixture was stirred for 40 minutes. Water was added to the mixture, and the resulting mixture was extracted three times with ethyl acetate. The obtained organic layer was washed with a saturated sodium chloride solution, dried over anhydrous sodium sulfa... Reactants: CCS(=O)(=O)c1ccc(Oc2cc(OC(C)C(=O)OC(C)(C)C)cc(C(=O)Nc3ccn(C)n3)c2)cn1, CCS(=O)(=O)c1ccc(Oc2cc(O)cc(C(=O)OC)c2)cn1, Cn1ccc(N)n1. The product is CCS(=O)(=O)c1ccc(Oc2cc(OC(C)C(=O)O)cc(C(=O)Nc3ccn(C)n3)c2)cn1. RXN SMILES: [C:31]([CH3:32])([CH3:33])([CH3:34])[O:35][C:36]([CH:37]([CH3:38])[O:39][c:40]1[cH:41][c:42]([O:55][c:56]2[cH:57][n:58][c:59]([S:62](=[O:63])(=[O:64])[CH2:65][CH3:66])[cH:60][cH:61]2)[cH:43][c:44]([C:46]([NH:47][c:48]2[n:49][n:50]([CH3:53])[cH:51][cH:52]2)=[O:54])[cH:45]1)=[O:67].[CH3:1][O:2][C:3](=[O:4])[c:5]1[cH:6][c:7]([OH:8])[cH:9][c:10]([O:11][c:12]2[cH:13][n:14][c:15]([S:16]([CH2:17][CH3:18])(=[O:19])=[O:20])[cH:21][cH:22]2)[cH:23]1.[NH2:24][c:25]1[cH:26][cH:27][n:28]([CH3:29])[n:30]1>>[O:35]=[C:36]([CH:37]([CH3:38])[O:39][c:40]1[cH:41][c:42]([O:55][c:56]2[cH:57][n:58][c:59]([S:62](=[O:63])(=[O:64])[CH2:65][CH3:66])[cH:60][cH:61]2)[cH:43][c:44]([C:46]([NH:47][c:48]2[n:49][n:50]([CH3:53])[cH:51][cH:52]2)=[O:54])[cH:45]1)[OH:67]. Reactants: CC(C)(C)OC(=O)NC1CN(C(=O)OCc2ccccc2)CCNC1=O, CN(C)C=O, O=S(=O)(OCC(F)(F)F)C(Cl)(Cl)Cl, O=S(=O)([O-])C(Cl)(Cl)Cl, [H-], [Na+]. Product: CC(C)(C)OC(=O)NC1CN(C(=O)OCc2ccccc2)CCN(CC(F)(F)F)C1=O. As a reaction SMILES: [C:3]([CH3:4])([CH3:5])([CH3:6])[O:7][C:8](=[O:9])[NH:10][CH:11]1[C:12](=[O:28])[NH:13][CH2:14][CH2:15][N:16]([C:18](=[O:19])[O:20][CH2:21][c:22]2[cH:23][cH:24][cH:25][cH:26][cH:27]2)[CH2:17]1.[CH3:50][N:51]([CH3:52])[CH:53]=[O:54].[Cl:29][C:30]([Cl:31])([Cl:32])[S:33]([O:34][CH2:35][C:36]([F:37])([F:38])[F:39])(=[O:40])=[O:41].[Cl:42][C:43]([Cl:44])([Cl:45])[S:46]([O-:47])(=[O:48])=[O:49].[H-:1].[Na+:2]>>[C:3]([CH3:4])([CH3:5])([CH3:6])[O:7][C:8](=[O:9])[NH:10][CH:11]1[C:12](=[O:28])[N:13]([CH2:35][C:36]([F:37])([F:38])[F:39])[CH2:14][CH2:15][N:16]([C:18](=[O:19])[O:20][CH2:21][c:22]2[cH:23][cH:24][cH:25][cH:26][cH:27]2)[CH2:17]1. RXN SMILES: [Br:11][c:12]1[cH:13][c:14]([N+:20]([O-:21])=[O:22])[c:15]([C:18]#[N:19])[n:16][cH:17]1.[CH3:1][c:2]1[n:3][cH:4][cH:5][cH:6][c:7]1[OH:8].[H-:9].[Na+:10].[O:24]=[CH:25][N:26]([CH3:27])[CH3:28].[OH2:23]>>[CH3:1][c:2]1[n:3][cH:4][cH:5][cH:6][c:7]1[O:8][c:14]1[cH:13][c:12]([Br:11])[cH:17][n:16][c:15]1[C:18]#[N:19]. The reactants are N#Cc1ncc(Br)cc1[N+](=O)[O-], Cc1ncccc1O, [H-], [Na+], CN(C)C=O, O. Product: Cc1ncccc1Oc1cc(Br)cnc1C#N. The reactants are FC1(CC(CCC1)(O)CNC(=O)C=1C=2C=CC(=NC2C=CC1Cl)Cl)F (2,6-dichloro-quinoline-5-carboxylic acid (3,3-difluoro-1-hydroxycyclohexylmethyl)-amide), CCN(C(C)C)C(C)C (DIPEA), FC1(CNC1)F (3,3-difluoroazetidine). Yields the product FC1(CC(CCC1)(O)CNC(=O)C=1C=2C=CC(=NC2C=CC1Cl)N1CC(C1)(F)F)F (6-Chloro-2-(3,3-difluoroazetidin-1-yl)-quinoline-5-carboxylic acid (3,3-difluoro-1-hydroxycyclohexylmethyl)-amide). As a reaction SMILES: [F:1][C:2]1([F:25])[CH2:7][CH2:6][CH2:5][C:4]([CH2:9][NH:10][C:11]([C:13]2[C:14]3[CH:15]=[CH:16][C:17](Cl)=[N:18][C:19]=3[CH:20]=[CH:21][C:22]=2[Cl:23])=[O:12])([OH:8])[CH2:3]1.CCN(C(C)C)C(C)C.[F:35][C:36]1([F:40])[CH2:39][NH:38][CH2:37]1>>[F:1][C:2]1([F:25])[CH2:7][CH2:6][CH2:5][C:4]([CH2:9][NH:10][C:11]([C:13]2[C:14]3[CH:15]=[CH:16][C:17]([N:38]4[CH2:39][C:36]([F:40])([F:35])[CH2:37]4)=[N:18][C:19]=3[CH:20]=[CH:21][C:22]=2[Cl:23])=[O:12])([OH:8])[CH2:3]1. Reported procedure: The title compound was synthesized according to the procedure described in example 1 using 2,6-dichloro-quinoline-5-carboxylic acid (3,3-difluoro-1-hydroxycyclohexylmethyl)-amide, DIPEA and 3,3-difluoroazetidine. 1H NMR (400 MHz, DMSO-d6) δ ppm 8.75 (1H), 7.94 (m, 1H), 7.66 (2H), 7.05 (1H), 4.57 (m, 4H), 3.49 (m, 2H), 2.44 (m, 2H), 2.06 (m, 2H), 1.85 (m, 2H), 1.74-1.76 (m, 5H), 1.27-1.32 (m, 2H). m/z: 446 [M+H]